Dataset: the Open Reaction Database (ORD), a public repository of structured organic reaction records. Task: describe an organic reaction: reactants, conditions, products, and yield The reactants are COC(C)(C)C, CCN(CC)CCCN, CCCCCC, CCOC(=O)Cn1ncc(-c2ccc(F)cc2)c1-c1ccccc1. Yields the product CCN(CC)CCCNC(=O)Cn1ncc(-c2ccc(F)cc2)c1-c1ccccc1. As a reaction SMILES: [C:25]([O:26][CH3:27])([CH3:28])([CH3:29])[CH3:30].[CH2:37]([CH3:38])[N:39]([CH2:40][CH2:41][CH2:42][NH2:43])[CH2:44][CH3:45].[CH3:31][CH2:32][CH2:33][CH2:34][CH2:35][CH3:36].[F:1][c:2]1[cH:3][cH:4][c:5](-[c:8]2[cH:9][n:10][n:11]([CH2:19][C:20](=[O:21])[O:22][CH2:23][CH3:24])[c:12]2-[c:13]2[cH:14][cH:15][cH:16][cH:17][cH:18]2)[cH:6][cH:7]1>>[F:1][c:2]1[cH:3][cH:4][c:5](-[c:8]2[cH:9][n:10][n:11]([CH2:19][C:20](=[O:21])[NH:43][CH2:42][CH2:41][CH2:40][N:39]([CH2:37][CH3:38])[CH2:44][CH3:45])[c:12]2-[c:13]2[cH:14][cH:15][cH:16][cH:17][cH:18]2)[cH:6][cH:7]1.